From a dataset of the Open Reaction Database (ORD), a public repository of structured organic reaction records. describe an organic reaction: reactants, conditions, products, and yield Reactants: O=c1[nH]ncc(-c2ccc(Cl)cc2)c1-c1ccncc1, [Na+], O=C([O-])O, O, O=P(Cl)(Cl)Cl. As a reaction SMILES: [Cl:1][c:2]1[cH:3][cH:4][c:5](-[c:8]2[c:9](-[c:15]3[cH:16][cH:17][n:18][cH:19][cH:20]3)[c:10](=[O:14])[nH:11][n:12][cH:13]2)[cH:6][cH:7]1.[Na+:30].[O-:26][C:27]([OH:28])=[O:29].[OH2:31].[P:21]([Cl:22])([Cl:23])([Cl:24])=[O:25]>>[Cl:1][c:2]1[cH:3][cH:4][c:5](-[c:8]2[c:9](-[c:15]3[cH:16][cH:17][n:18][cH:19][cH:20]3)[c:10]([Cl:23])[n:11][n:12][cH:13]2)[cH:6][cH:7]1. Product: Clc1ccc(-c2cnnc(Cl)c2-c2ccncc2)cc1. Reactants: C, CO, CC(=O)OCC1OC(n2c(N=[N+]=[N-])nc3ccccc32)C(OC(C)=O)C1OC(C)=O, [Pd]. Product: CC(=O)OCC1OC(n2c(N)nc3ccccc32)C(OC(C)=O)C1OC(C)=O. RXN SMILES: [C:33].[CH3:31][OH:32].[N:1](=[N+:2]=[N-:3])[c:4]1[n:5][c:6]2[c:7]([n:8]1[CH:9]1[CH:10]([O:11][C:12]([CH3:13])=[O:14])[CH:15]([O:16][C:17]([CH3:18])=[O:19])[CH:20]([CH2:22][O:23][C:24]([CH3:25])=[O:26])[O:21]1)[cH:27][cH:28][cH:29][cH:30]2.[Pd:34]>>[NH2:1][c:4]1[n:5][c:6]2[c:7]([n:8]1[CH:9]1[CH:10]([O:11][C:12]([CH3:13])=[O:14])[CH:15]([O:16][C:17]([CH3:18])=[O:19])[CH:20]([CH2:22][O:23][C:24]([CH3:25])=[O:26])[O:21]1)[cH:27][cH:28][cH:29][cH:30]2. The reactants are [BH3-]C#N, O=C([O-])[O-], CC1(C)CCC(=O)c2ccc(OS(=O)(=O)C(F)(F)F)cc21, CI, CC(=O)O, CC#N, NC1CC1, ClCCl, [K+], [K+], [Na+], [Na+], [Na+], O=C([O-])[O-], O. The product is CN(C1CC1)C1CCC(C)(C)c2cc(OS(=O)(=O)C(F)(F)F)ccc21. RXN SMILES: [C:26]([BH3-:27])#[N:28].[C:30](=[O:31])([O-:32])[O-:33].[CH3:1][C:2]1([CH3:21])[CH2:3][CH2:4][C:5](=[O:20])[c:6]2[cH:7][cH:8][c:9]([O:12][S:13](=[O:14])(=[O:15])[C:16]([F:17])([F:18])[F:19])[cH:10][c:11]21.[CH3:36][I:37].[CH3:48][C:49](=[O:50])[OH:51].[CH3:52][C:53]#[N:54].[CH:22]1([NH2:25])[CH2:23][CH2:24]1.[Cl:38][CH2:39][Cl:40].[K+:34].[K+:35].[Na+:29].[Na+:42].[Na+:43].[O-:44][C:45](=[O:46])[O-:47].[OH2:41]>>[CH3:1][C:2]1([CH3:21])[CH2:3][CH2:4][CH:5]([N:25]([CH:22]2[CH2:23][CH2:24]2)[CH3:26])[c:6]2[cH:7][cH:8][c:9]([O:12][S:13](=[O:14])(=[O:15])[C:16]([F:17])([F:18])[F:19])[cH:10][c:11]21. Reactants: raw materials, 4A, OC1=CC=C(C=C1)CCNC(C1=C(C(=C(C=C1)OC)OCCCCC)SC)=O (N-[2-(4-hydroxyphenyl)ethyl]-4-methoxy-2-methylthio-3-pentyloxybenzamide), 4A, ClN1C(CCC1=O)=O (N-Chlorosuccinimide), ClN1C(CCC1=O)=O (N-Chlorosuccinimide). Run in C(Cl)Cl (methylene chloride), C(Cl)Cl (methylene chloride). Conditions: temperature 0 celsius, time 5 hour. Product: OC1=CC=C(C=C1)CCN1SC2=C(C1=O)C=CC(=C2OCCCCC)OC (2-[2-(4-hydroxyphenyl)ethyl]-6-methoxy-7-pentyloxybenzo[d]isothiazol-3-one). Isolated yield 41.8%. As a reaction SMILES: [OH:1][C:2]1[CH:7]=[CH:6][C:5]([CH2:8][CH2:9][NH:10][C:11](=[O:28])[C:12]2[CH:17]=[CH:16][C:15]([O:18][CH3:19])=[C:14]([O:20][CH2:21][CH2:22][CH2:23][CH2:24][CH3:25])[C:13]=2[S:26]C)=[CH:4][CH:3]=1.ClN1C(=O)CCC1=O>C(Cl)Cl>[OH:1][C:2]1[CH:7]=[CH:6][C:5]([CH2:8][CH2:9][N:10]2[C:11](=[O:28])[C:12]3[CH:17]=[CH:16][C:15]([O:18][CH3:19])=[C:14]([O:20][CH2:21][CH2:22][CH2:23][CH2:24][CH3:25])[C:13]=3[S:26]2)=[CH:4][CH:3]=1. Reported procedure: N-[2-(4-Hydroxyphenyl)ethyl]-4-methoxy-2-methylthio-3-pentyloxybenzamide (85 mg, 0.21 mmol) obtained in Example 2-50, molecular sieve 4A (200 mg) and methylene chloride (1 ml) were mixed, and this mixture was cooled to 0° C. N-Chlorosuccinimide (29.4 mg, 0.22 mmol) was added, and the mixture was stirred at room temperature for 5 hours. The reaction mixture was filtered, ethyl acetate (20 ml) was added to the filtrate, and the mixture was washed twice with saturated brine (5 ml). The mixture was ... Starting materials: S(O)(O)(=O)=O (sulfuric acid), COC(C(=O)NCC1=C(C=CC=C1)C)OC (2,2-dimethoxy-N-(2-methylbenzyl)-acetamide), C(=O)(O)[O-].[Na+] (NaHCO3). Procedure: Concentrated sulfuric acid (18 M; 7.0 mL) was added to 2,2-dimethoxy-N-(2-methylbenzyl)-acetamide (3.04 g, 13.6 mmol) at ambient temperature, and the solution was stirred overnight at ambient temperature and 6 h at 60° C. The cooled reaction mixture was added to ≈50 mL of ice, and the pH of the yellow mixture was adjusted to 7 with NaHCO3 solution. The yellow precipitate was filtered off, washed with water, and dried in vacuo overnight. The yellow solid thus obtained was triturated from EtOH, th... RXN SMILES: S(=O)(=O)(O)O.CO[CH:8](OC)[C:9]([NH:11][CH2:12][C:13]1[CH:18]=[CH:17][CH:16]=[CH:15][C:14]=1[CH3:19])=[O:10].C([O-])(O)=O.[Na+]>>[CH3:19][C:14]1[CH:15]=[CH:16][CH:17]=[C:18]2[C:13]=1[CH:12]=[N:11][C:9]([OH:10])=[CH:8]2 |f:2.3|. Product: CC=1C=CC=C2C=C(N=CC12)O (8-Methylisoquinolin-3-ol). Run in ice. Reaction conditions: temperature 60 celsius, time 6 hour.